Dataset: the Open Reaction Database (ORD), a public repository of structured organic reaction records. Task: describe an organic reaction: reactants, conditions, products, and yield Procedure details: Starting from 4-chloro-2-(3-bromophenyl)-pyridine, the title compound is prepared by reaction with copper cyanide in boiling N,N-dimethylformamide. Reactants: [Cu](C#N)C#N (copper cyanide), ClC1=CC(=NC=C1)C1=CC(=CC=C1)Br (4-chloro-2-(3-bromophenyl)-pyridine), CN(C=O)C (N,N-dimethylformamide). RXN SMILES: Cl[C:2]1[CH:7]=[CH:6][N:5]=[C:4]([C:8]2[CH:13]=[CH:12][CH:11]=[C:10](Br)[CH:9]=2)[CH:3]=1.[Cu](C#N)[C:16]#[N:17].[CH3:20][N:21](C)C=O>>[C:16]([C:2]1[CH:7]=[CH:6][N:5]=[C:4]([C:8]2[CH:13]=[CH:12][CH:11]=[C:10]([C:20]#[N:21])[CH:9]=2)[CH:3]=1)#[N:17]. Product: C(#N)C1=CC(=NC=C1)C1=CC(=CC=C1)C#N (4-cyano-2-(3-cyanophenyl)-pyridine). Reactants: Cc1noc(NS(=O)(=O)c2ccsc2C(N)=O)c1Br, O=C(O)c1ccc2c(c1)OCO2, O=C(c1ncc[nH]1)c1ncc[nH]1, C1CCOC1, [H-], [Na+], O. Yields the product Cc1noc(NS(=O)(=O)c2ccsc2C(=O)NC(=O)c2ccc3c(c2)OCO3)c1Br. RXN SMILES: [Br:25][c:26]1[c:27]([CH3:43])[n:28][o:29][c:30]1[NH:31][S:32](=[O:33])(=[O:34])[c:35]1[c:36]([C:40](=[O:41])[NH2:42])[s:37][cH:38][cH:39]1.[C:13]([c:14]1[cH:15][c:16]2[c:20]([cH:21][cH:22]1)[O:19][CH2:18][O:17]2)(=[O:23])[OH:24].[C:1]([c:2]1[nH:3][cH:4][cH:5][n:6]1)([c:7]1[nH:8][cH:9][cH:10][n:11]1)=[O:12].[CH2:46]1[O:47][CH2:48][CH2:49][CH2:50]1.[H-:45].[Na+:44].[OH2:51]>>[C:13]([c:14]1[cH:15][c:16]2[c:20]([cH:21][cH:22]1)[O:19][CH2:18][O:17]2)(=[O:24])[NH:42][C:40]([c:36]1[c:35]([S:32]([NH:31][c:30]2[c:26]([Br:25])[c:27]([CH3:43])[n:28][o:29]2)(=[O:33])=[O:34])[cH:39][cH:38][s:37]1)=[O:41]. Reactants: O=C(O)c1cc(NC2CCCCC2)ncn1, Cc1cc(N)ccc1O. Yields the product Cc1cc(NC(=O)c2cc(NC3CCCCC3)ncn2)ccc1O. As a reaction SMILES: [CH:1]1([NH:7][c:8]2[cH:9][c:10]([C:14](=[O:15])[OH:16])[n:11][cH:12][n:13]2)[CH2:2][CH2:3][CH2:4][CH2:5][CH2:6]1.[NH2:17][c:18]1[cH:19][c:20]([CH3:25])[c:21]([OH:24])[cH:22][cH:23]1>>[CH:1]1([NH:7][c:8]2[cH:9][c:10]([C:14](=[O:16])[NH:17][c:18]3[cH:19][c:20]([CH3:25])[c:21]([OH:24])[cH:22][cH:23]3)[n:11][cH:12][n:13]2)[CH2:2][CH2:3][CH2:4][CH2:5][CH2:6]1.